describe an organic reaction: reactants, conditions, products, and yield From a dataset of the Open Reaction Database (ORD), a public repository of structured organic reaction records. Procedure: The 6-hydroxyhexyl isocyanide used in the preparation of isocyano copolymers in the following examples was synthesized as follows: To 214.4 g (2 moles) of 6-aminohexyl alcohol, which was stirred and heated to keep the material molten, was added dropwise 120.1 g (2 moles) of methyl formate. When the addition was completed, the mixture was stirred and heated at reflux for two hours. After removal of the methanol formed in vacuo, the residue was recrystallized from tetrahydrofuran to give 237.4 g o... Product: OCCCCCCNC=O (6-hydroxyhexylformamide). Reactants: OCCCCCC[N+]#[C-] (6-hydroxyhexyl isocyanide), NCCCCCCO (6-aminohexyl alcohol), C(=O)OC (methyl formate). Reaction SMILES: [OH:1][CH2:2][CH2:3][CH2:4][CH2:5][CH2:6][CH2:7][N+:8]#[C-:9].NCCCCCC[OH:17].C(OC)=O>>[OH:1][CH2:2][CH2:3][CH2:4][CH2:5][CH2:6][CH2:7][NH:8][CH:9]=[O:17]. The reactants are [OH-].[Na+] (NaOH), CC1=NOC(C1)(O)C1N(CCC1)C (4,5-dihydro-3-methyl-5-(1-methylpyrrolidin-2-yl)isoxazol-5-ol), OS(=O)(=O)O (H2SO4). Run at temperature 70 celsius, time 2 hour. The product is CC1=NOC(=C1)[C@H]1N(CCC1)C (3-Methyl-5-(1-methyl-2(S)-pyrrolidinyl)isoxazole), liquid. Yield: 57.0%. RXN SMILES: [CH3:1][C:2]1[CH2:6][C:5]([CH:8]2[CH2:12][CH2:11][CH2:10][N:9]2[CH3:13])(O)[O:4][N:3]=1.OS(O)(=O)=O.[OH-].[Na+]>>[CH3:1][C:2]1[CH:6]=[C:5]([C@@H:8]2[CH2:12][CH2:11][CH2:10][N:9]2[CH3:13])[O:4][N:3]=1 |f:2.3|. Reported procedure: To the solution of the product from step 25c above was added 12 mL of conc H2SO4, and the mixture was warmed to 70° C. and stirred for 2 hr. The solution was cooled in an ice-water bath, and adjusted to pH 12 by slow addition of 50% aqueous NaOH (40 g). The mixture was extracted twice with ethyl acetate, and the combined extracts were dried over Na2SO4. The solid were removed by filtration, and the filtrate was distilled, first at atmospheric pressure to remove the solvent and, finally, under va... Starting materials: CC(C)(C)C(=O)OCC(F)(F)S(=O)O, [Na], O, OO. The product is CC(C)(C)C(=O)OCC(F)(F)S(=O)(=O)O, [Na]. As a reaction SMILES: [F:1][C:2]([CH2:3][O:4][C:5]([C:6]([CH3:7])([CH3:8])[CH3:9])=[O:10])([S:11](=[O:12])[OH:13])[F:14].[Na:15].[OH2:18].[OH:16][OH:17]>>[F:1][C:2]([CH2:3][O:4][C:5]([C:6]([CH3:7])([CH3:8])[CH3:9])=[O:10])([S:11](=[O:12])(=[O:13])[OH:16])[F:14].[Na:15].